From a dataset of the Open Reaction Database (ORD), a public repository of structured organic reaction records. describe an organic reaction: reactants, conditions, products, and yield The solvent is CN(C=O)C.O (N,N-dimethylformamide water). As a reaction SMILES: Br[CH2:2][C:3]1[CH:4]=[C:5]([C@H:10]2[C@@H:15]([O:16]COC)[C@H:14]([O:20]COC)[C@H:13]([O:24]COC)[CH:12]([CH2:28][O:29]COC)[O:11]2)[CH:6]=[CH:7][C:8]=1[Cl:9].[CH2:33]([N:35]1[C:39](=[O:40])[CH2:38][N:37]([C:41]2[CH:46]=[CH:45][C:44](B3OC(C)(C)C(C)(C)O3)=[CH:43][CH:42]=2)[C:36]1=[O:56])[CH3:34].C(=O)([O-])[O-].[Na+].[Na+].Cl.CO>[Pd].CN(C)C=O.O>[Cl:9][C:8]1[CH:7]=[CH:6][C:5]([C@H:10]2[C@H:15]([OH:16])[C@@H:14]([OH:20])[C@H:13]([OH:24])[C@@H:12]([CH2:28][OH:29])[O:11]2)=[CH:4][C:3]=1[CH2:2][C:44]1[CH:43]=[CH:42][C:41]([N:37]2[CH2:38][C:39](=[O:40])[N:35]([CH2:33][CH3:34])[C:36]2=[O:56])=[CH:46][CH:45]=1 |f:2.3.4,5.6,8.9|. The reagents and catalysts are [Pd] (palladium). Procedure: A mixture of the product from step C (82 mg, 0.15 mmol), 3-ethyl-1-(4-(4,4,5,5-tetramethyl-1,3,2-dioxaborolan-2-yl)phenyl)imidazolidine-2,4-dione (which compound) (59 mg, 0.18 mmol, 1.2 equiv), sodium carbonate (48 mg, 0.45 mmol), and the palladium catalyst (0.12 mg, 0.015 mmol) in N,N-dimethylformamide/water (2:1, 2.1 mL) was heated at 80° C. under nitrogen for 4 h. The reaction was quenched with water (10 mL) and extracted with ethyl acetate (4×). The combined extracts were dried over sodium s... Yield: 63.8%. Starting materials: BrCC=1C=C(C=CC1Cl)[C@@H]1OC([C@H]([C@H]([C@@H]1OCOC)OCOC)OCOC)COCOC ((2S,3R,4S,5R)-2-(3-(bromomethyl)-4-chlorophenyl)-3,4,5-tris(methoxymethoxy)-6-((methoxymethoxy)methyl)tetrahydro-2H-pyran), C(C)N1C(N(CC1=O)C1=CC=C(C=C1)B1OC(C(O1)(C)C)(C)C)=O (3-ethyl-1-(4-(4,4,5,5-tetramethyl-1,3,2-dioxaborolan-2-yl)phenyl)imidazolidine-2,4-dione), C([O-])([O-])=O.[Na+].[Na+] (sodium carbonate), Cl.CO (HCl methanol). The product is ClC1=C(CC2=CC=C(C=C2)N2C(N(C(C2)=O)CC)=O)C=C(C=C1)[C@@H]1O[C@@H]([C@H]([C@@H]([C@H]1O)O)O)CO (1-(4-(2-chloro-5-((2S,3R,4R,5S,6R)-3,4,5-trihydroxy-6-(hydroxymethyl)tetrahydro-2H-pyran-2-yl)benzyl)phenyl)-3-ethylimidazolidine-2,4-dione). The reactants are CC(=O)OC1C(N2CCCCC2)CC2C3CCC4CC(O)C(N5CCC(O)CC5)CC4(C)C3CCC21C, CBr. Yields the product [Br-], CC(=O)OC1C([N+]2(C)CCCCC2)CC2C3CCC4CC(O)C(N5CCC(O)CC5)CC4(C)C3CCC21C. RXN SMILES: [C:1]([CH3:2])(=[O:3])[O:4][CH:5]1[C:6]2([CH3:7])[CH:8]([CH2:9][CH:10]1[N:11]1[CH2:12][CH2:13][CH2:14][CH2:15][CH2:16]1)[CH:17]1[CH2:18][CH2:19][CH:20]3[CH2:21][CH:22]([OH:37])[CH:23]([N:30]4[CH2:31][CH2:32][CH:33]([OH:36])[CH2:34][CH2:35]4)[CH2:24][C:25]3([CH3:26])[CH:27]1[CH2:28][CH2:29]2.[CH3:38][Br:39]>>[Br-:39].[C:1]([CH3:2])(=[O:3])[O:4][CH:5]1[C:6]2([CH3:7])[CH:8]([CH2:9][CH:10]1[N+:11]1([CH3:38])[CH2:12][CH2:13][CH2:14][CH2:15][CH2:16]1)[CH:17]1[CH2:18][CH2:19][CH:20]3[CH2:21][CH:22]([OH:37])[CH:23]([N:30]4[CH2:31][CH2:32][CH:33]([OH:36])[CH2:34][CH2:35]4)[CH2:24][C:25]3([CH3:26])[CH:27]1[CH2:28][CH2:29]2. Reactants: C(N)(=O)C(C(C)C)(C)NC(=O)C1=C(C(=O)O)C=C(C=N1)C1OCCO1 (2-[(1-Carbamoyl-1,2-dimethylpropyl)carbamoyl]-5-(1,3-dioxolan-2-yl)nicotinic acid), [OH-].[K+] (potassium hydroxide), Cl (hydrochloric acid). Run in C(Cl)Cl (methylene chloride). Product: O1C(OCC1)C=1C=NC(=C(C(=O)O)C1)C=1NC(C(N1)(C)C(C)C)=O (5-(1,3-Dioxolan-2-yl)-2-(4-isopropyl-4-methyl-5-oxo-2-imidazolin-2-yl)nicotinic acid). The yield is 3.0%. RXN SMILES: [C:1]([C:4]([NH:9][C:10]([C:12]1[N:20]=[CH:19][C:18]([CH:21]2[O:25][CH2:24][CH2:23][O:22]2)=[CH:17][C:13]=1[C:14]([OH:16])=[O:15])=O)([CH3:8])[CH:5]([CH3:7])[CH3:6])(=[O:3])[NH2:2].[OH-].[K+].Cl>C(Cl)Cl>[O:22]1[CH2:23][CH2:24][O:25][CH:21]1[C:18]1[CH:19]=[N:20][C:12]([C:10]2[NH:2][C:1](=[O:3])[C:4]([CH:5]([CH3:7])[CH3:6])([CH3:8])[N:9]=2)=[C:13]([CH:17]=1)[C:14]([OH:16])=[O:15] |f:1.2|. Procedure details: 2-[(1-Carbamoyl-1,2-dimethylpropyl)carbamoyl]-5-(1,3-dioxolan-2-yl)nicotinic acid (4.19 g, 0.019 mol) and 15% potassium hydroxide is heated at 80° C. for 1 hour. The reaction mixture is acidified to pH 3 with concentrated hydrochloric acid and methylene chloride is added. The methylene chloride layer is separated, dried over anhydrous magnesium sulfate and concentrated in vacuo to give an oil. The oil is chromatographed using silica gel and methylene chloride with increasing percentage of ether ... Reactants: C(C)OC(CC(C)C1=NC=C(C=C1)NC(CC1=CC2=C(N=C(O2)NC2=C(C=CC=C2)C)C=C1)=O)=O ((3RS)-3-{5-[2-(2-o-tolylamino-benzoxazol-6-yl)-acetylamino]-pyrid-2-yl}-butyric acid ethyl ester), [OH-].[Na+] (sodium hydroxide). Run in CO (methanol). Reaction conditions: time 3 hour. The product is C1(=C(C=CC=C1)NC=1OC2=C(N1)C=CC(=C2)CC(=O)NC=2C=CC(=NC2)C(CC(=O)O)C)C ((3RS)-3-{5-[2-(2-o-Tolylamino-benzoxazol-6-yl)-acetylamino]-pyrid-2-yl}-butyric acid). Isolated yield 21.3%. Reaction SMILES: C([O:3][C:4](=[O:35])[CH2:5][CH:6]([C:8]1[CH:13]=[CH:12][C:11]([NH:14][C:15](=[O:34])[CH2:16][C:17]2[CH:33]=[CH:32][C:20]3[N:21]=[C:22]([NH:24][C:25]4[CH:30]=[CH:29][CH:28]=[CH:27][C:26]=4[CH3:31])[O:23][C:19]=3[CH:18]=2)=[CH:10][N:9]=1)[CH3:7])C.[OH-].[Na+]>CO>[C:26]1([CH3:31])[CH:27]=[CH:28][CH:29]=[CH:30][C:25]=1[NH:24][C:22]1[O:23][C:19]2[CH:18]=[C:17]([CH2:16][C:15]([NH:14][C:11]3[CH:12]=[CH:13][C:8]([CH:6]([CH3:7])[CH2:5][C:4]([OH:35])=[O:3])=[N:9][CH:10]=3)=[O:34])[CH:33]=[CH:32][C:20]=2[N:21]=1 |f:1.2|. Reported procedure: A solution of (3RS)-3-{5-[2-(2-o-tolylamino-benzoxazol-6-yl)-acetylamino]-pyrid-2-yl}-butyric acid ethyl ester (0.3 g, Reference Example 1) in methanol (4 mL) was treated with aqueous sodium hydroxide solution (1.5 mL, 1M) and left to stand in a water bath at 40° C. for three hours. The mixture was partially evaporated, diluted with more water and partially evaporated again. The residue was diluted with water (10 mL) and washed with diethyl ether (10 mL). The pH of the aqueous phase was adjusted...